From a dataset of the Open Reaction Database (ORD), a public repository of structured organic reaction records. describe an organic reaction: reactants, conditions, products, and yield The reactants are ClC1=C(C=CC=C1)NC(NC=1C=CC(=NC1)C1=CC=C2CN(C(C2=C1)=O)[C@H](C(=O)OC)C(C)C)=O ((S)-Methyl 2-(6-(5-(3-(2-chlorophenyl)ureido)pyridin-2-yl)-1-oxoisoindolin-2-yl)-3-methylbutanoate), NC=1C=CC(=NC1)C1=CC=C2CN(C(C2=C1)=O)[C@H](C(=O)OC)C(C)C ((S)-Methyl 2-(6-(5-aminopyridin-2-yl)-1-oxoisoindolin-2-yl)-3-methylbutanoate), ClC1=CC(=C(C=C1)N=C=O)OC1=CC=CC=C1 (4-chloro-2-phenoxy phenyl isocyanate), compound, compound. The product is ClC1=CC(=C(C=C1)NC(NC=1C=CC(=NC1)C1=CC=C2CN(C(C2=C1)=O)[C@H](C(=O)OC)C(C)C)=O)OC1=CC=CC=C1 ((S)-Methyl 2-(6-(5-(3-(4-chloro-2-phenoxyphenyl)ureido)pyridin-2-yl)-1-oxoisoindolin-2-yl)-3-methylbutanoate). RXN SMILES: ClC1C=CC=CC=1[NH:8][C:9](=[O:35])[NH:10][C:11]1[CH:12]=[CH:13][C:14]([C:17]2[CH:25]=[C:24]3[C:20]([CH2:21][N:22]([C@@H:27]([CH:32]([CH3:34])[CH3:33])[C:28]([O:30][CH3:31])=[O:29])[C:23]3=[O:26])=[CH:19][CH:18]=2)=[N:15][CH:16]=1.NC1C=CC(C2C=C3C(CN([C@@H](C(C)C)C(OC)=O)C3=O)=CC=2)=NC=1.[Cl:61][C:62]1[CH:67]=[CH:66][C:65](N=C=O)=[C:64]([O:71][C:72]2[CH:77]=[CH:76][CH:75]=[CH:74][CH:73]=2)[CH:63]=1>>[Cl:61][C:62]1[CH:67]=[CH:66][C:65]([NH:8][C:9](=[O:35])[NH:10][C:11]2[CH:12]=[CH:13][C:14]([C:17]3[CH:25]=[C:24]4[C:20]([CH2:21][N:22]([C@@H:27]([CH:32]([CH3:34])[CH3:33])[C:28]([O:30][CH3:31])=[O:29])[C:23]4=[O:26])=[CH:19][CH:18]=3)=[N:15][CH:16]=2)=[C:64]([O:71][C:72]2[CH:73]=[CH:74][CH:75]=[CH:76][CH:77]=2)[CH:63]=1. Reported procedure: The compound of example 395 was prepared analogous to the compound of example 393 by reaction of the compound of example 392 with 4-chloro-2-phenoxy phenyl isocyanate. The compound of example 395 was used directly for the preparation of compound of example 396 without purification. Reactants: C(C)(C)(C)OC(=O)N1[C@H](CN(CC1)CC1=CC=CC=C1)C ((S)-1-tert-butoxycarbonyl-2-methyl-4-benzylpiperazine), Cl (hydrochloric acid). The solvent is CO (methanol). Run at temperature 50 celsius, time 1 hour. Yields the product C(C1=CC=CC=C1)N1C[C@@H](NCC1)C ((S)-1-benzyl-3-methylpiperazine). Yield: 103.9%. Reaction SMILES: C(OC([N:8]1[CH2:13][CH2:12][N:11]([CH2:14][C:15]2[CH:20]=[CH:19][CH:18]=[CH:17][CH:16]=2)[CH2:10][C@@H:9]1[CH3:21])=O)(C)(C)C.Cl>CO>[CH2:14]([N:11]1[CH2:12][CH2:13][NH:8][C@@H:9]([CH3:21])[CH2:10]1)[C:15]1[CH:16]=[CH:17][CH:18]=[CH:19][CH:20]=1. Procedure details: To a stirred solution of (S)-1-tert-butoxycarbonyl-2-methyl-4-benzylpiperazine (864 mg) in methanol (5 ml) was added concentrated hydrochloric acid (0.94 ml). The reaction mixture was stirred at 50° C. for 1 hour. After cooling, the solvent was evaporated off. The residue was made to alkali with 1N aqueous solution of sodium hydroxide and extracted with ethyl acetate (×3). The combined organic layer was dried over magnesium sulfate and concentrated to give (S)-1-benzyl-3-methylpiperazine (588 mg... Starting materials: C(C1=CC=CC=C1)=O (benzaldehyde), C1CCCC2=NC3=CC=CC=C3C(=C12)N (1,2,3,4-Tetrahydro-9-acridinamine), N1CCOCC1 (morpholine), O (water), ( 5 ). The solvent is C1CCCCC1 (cyclohexane), C1(=CC=CC=C1)C (toluene). The product is C1(=CC=CC=C1)C=NC=1C2=CC=CC=C2N=C2CCCCC12 (N-Phenylmethylene-1,2,3,4-tetrahydro-9-acridinamine). Reaction SMILES: [CH2:1]1[C:14]2[C:5](=[N:6][C:7]3[C:12]([C:13]=2[NH2:15])=[CH:11][CH:10]=[CH:9][CH:8]=3)[CH2:4][CH2:3][CH2:2]1.N1CCOCC1.O.[CH:23](=O)[C:24]1[CH:29]=[CH:28][CH:27]=[CH:26][CH:25]=1>C1(C)C=CC=CC=1.C1CCCCC1>[C:24]1([CH:23]=[N:15][C:13]2[C:12]3[C:7]([N:6]=[C:5]4[C:14]=2[CH2:1][CH2:2][CH2:3][CH2:4]4)=[CH:8][CH:9]=[CH:10][CH:11]=3)[CH:29]=[CH:28][CH:27]=[CH:26][CH:25]=1. Procedure details: 1,2,3,4-Tetrahydro-9-acridinamine (4.0 g) was dissolved in 400 ml of warm toluene and then morpholine (3.5 g) and benzaldehyde1 (2.65 g) were added and the reaction mixture was brought to reflux with a Dean-Stark water separator. After the solution was refluxed overnight an additional 2.65 g of benzaldehyde was added and reflux was continued an additional five (5) hours. At the end of this time the volatiles were removed under reduced pressure and the residue was purified by flash chromatography... The reactants are O(CC)CC (O(Et)2), C(C)(=O)OC(C)=O (acetic anhydride), N=1C(=CN2C1SC1=C2CCCC1)C=O (5,6,7,8-tetrahydroimidazo[2,1-b][1,3]benzothiazole-2-carbaldehyde), [N+](=O)([O-])C1=CC=C(COC(=O)C=2N3C([C@@H]([C@H]3SC2)Br)=O)C=C1 ((5R,6S)-6-bromo-7-oxo-4-thia-1-aza-bicyclo[3.2.0]hept-2-ene-2-carboxylic acid 4-nitro-benzyl ester), [Mg+2].[Br-].[Br-] (MgBr2). Run in C(C)(=O)OCC (ethyl acetate), CCN(CC)CC (Et3N), C(C)#N (acetonitrile), C1CCOC1 (THF). Run at temperature -20 celsius, time 2 hour. Yields the product C(C)(=O)OC(C1([C@H]2SC=C(N2C1=O)C(=O)OCC1=CC=C(C=C1)[N+](=O)[O-])Br)C=1N=C2SC3=C(N2C1)CCCC3 (4-nitrobenzyl (5R)-6-[(acetyloxy)(5,6,7,8-tetrahydroimidazo[2,1-b][1,3]benzothiazol-2-yl)methyl]-6-bromo-7-oxo-4-thia-1-azabicyclo[3.2.0]hept-2-ene-2-carboxylate). As a reaction SMILES: [N:1]1[C:2]([CH:13]=[O:14])=[CH:3][N:4]2[C:8]3[CH2:9][CH2:10][CH2:11][CH2:12][C:7]=3[S:6][C:5]=12.[N+:15]([C:18]1[CH:36]=[CH:35][C:21]([CH2:22][O:23][C:24]([C:26]2[N:27]3[C@H:30]([S:31][CH:32]=2)[C@@H:29]([Br:33])[C:28]3=[O:34])=[O:25])=[CH:20][CH:19]=1)([O-:17])=[O:16].[Mg+2].[Br-].[Br-].[O:40](CC)[CH2:41][CH3:42].C(OC(=O)C)(=O)C>C(OCC)(=O)C.CCN(CC)CC.C(#N)C.C1COCC1>[C:41]([O:14][CH:13]([C:2]1[N:1]=[C:5]2[N:4]([CH:3]=1)[C:8]1[CH2:9][CH2:10][CH2:11][CH2:12][C:7]=1[S:6]2)[C:29]1([Br:33])[C:28](=[O:34])[N:27]2[C@@H:30]1[S:31][CH:32]=[C:26]2[C:24]([O:23][CH2:22][C:21]1[CH:35]=[CH:36][C:18]([N+:15]([O-:17])=[O:16])=[CH:19][CH:20]=1)=[O:25])(=[O:40])[CH3:42] |f:2.3.4|. Reported procedure: 5,6,7,8-tetrahydroimidazo[2,1-b][1,3]benzothiazole-2-carbaldehyde (412 mg, 2.0 mmol) and the dry THF solution (20 mL) of (5R,6S)-6-bromo-7-oxo-4-thia-1-aza-bicyclo[3.2.0]hept-2-ene-2-carboxylic acid 4-nitro-benzyl ester (770 mg, 2 mmol) were added successively to the dry acetonitrile (15 mL) solution of anhydrous MgBr2:O(Et)2 (1.2 g, 3.0 mmol) under an argon atmosphere at room temperature. After cooling to −20° C., Et3N (2.0 mL) was added in one portion. The reaction vessel was covered with foil... Reactants: C(C)(C)(C)OC(=O)N1CCC(CC1)NS(=O)(=O)C1=CC(=CC=C1)NC1=NC(=NC=C1C)NC1=CC=C(C=C1)N1CCN(CC1)C (4-(3-{5-Methyl-2-[4-(4-methyl-piperazin-1-yl)-phenylamino]-pyrimidin-4-ylamino}-benzenesulfonylamino)-piperidine-1-carboxylic acid tert-butyl ester), TEA. Solvent: C(Cl)Cl (DCM). Conditions: time 3 hour. Product: CC=1C(=NC(=NC1)NC1=CC=C(C=C1)N1CCN(CC1)C)NC=1C=C(C=CC1)S(=O)(=O)NC1CCNCC1 (3-{5-Methyl-2-[4-(4-methyl-piperazin-1-yl)-phenylamino]-pyrimidin-4-ylamino}-N-piperidin-4-yl-benzenesulfonamide). As a reaction SMILES: C(OC([N:8]1[CH2:13][CH2:12][CH:11]([NH:14][S:15]([C:18]2[CH:23]=[CH:22][CH:21]=[C:20]([NH:24][C:25]3[C:30]([CH3:31])=[CH:29][N:28]=[C:27]([NH:32][C:33]4[CH:38]=[CH:37][C:36]([N:39]5[CH2:44][CH2:43][N:42]([CH3:45])[CH2:41][CH2:40]5)=[CH:35][CH:34]=4)[N:26]=3)[CH:19]=2)(=[O:17])=[O:16])[CH2:10][CH2:9]1)=O)(C)(C)C>C(Cl)Cl>[CH3:31][C:30]1[C:25]([NH:24][C:20]2[CH:19]=[C:18]([S:15]([NH:14][CH:11]3[CH2:12][CH2:13][NH:8][CH2:9][CH2:10]3)(=[O:17])=[O:16])[CH:23]=[CH:22][CH:21]=2)=[N:26][C:27]([NH:32][C:33]2[CH:38]=[CH:37][C:36]([N:39]3[CH2:40][CH2:41][N:42]([CH3:45])[CH2:43][CH2:44]3)=[CH:35][CH:34]=2)=[N:28][CH:29]=1. Procedure details: Intermediate 47 (0.2 g, 0.32 mmol) was diluted with DCM (10 mL) and treated with TEA (0.3 mL). After 3 h, reaction solvents removed and resulting residue was purified by HPLC (0.01 g, 6%). The reactants are ClCCCl, O=Cc1onc(-c2ccccc2Cl)c1C(=O)c1nnn(Cc2cc(C(F)(F)F)cc(C(F)(F)F)c2)c1-c1ccccc1, NCCN1CCOCC1. Yields the product O=C(c1nnn(Cc2cc(C(F)(F)F)cc(C(F)(F)F)c2)c1-c1ccccc1)c1c(-c2ccccc2Cl)noc1CNCCN1CCOCC1. As a reaction SMILES: [Cl:52][CH2:53][CH2:54][Cl:55].[F:10][C:11]([c:12]1[cH:13][c:14]([CH2:15][n:16]2[n:17][n:18][c:19]([C:27](=[O:28])[c:29]3[c:30](-[c:36]4[c:37]([Cl:42])[cH:38][cH:39][cH:40][cH:41]4)[n:31][o:32][c:33]3[CH:34]=[O:35])[c:20]2-[c:21]2[cH:22][cH:23][cH:24][cH:25][cH:26]2)[cH:43][c:44]([C:46]([F:47])([F:48])[F:49])[cH:45]1)([F:50])[F:51].[NH2:1][CH2:2][CH2:3][N:4]1[CH2:5][CH2:6][O:7][CH2:8][CH2:9]1>>[NH:1]([CH2:2][CH2:3][N:4]1[CH2:5][CH2:6][O:7][CH2:8][CH2:9]1)[CH2:34][c:33]1[c:29]([C:27]([c:19]2[n:18][n:17][n:16]([CH2:15][c:14]3[cH:13][c:12]([C:11]([F:10])([F:50])[F:51])[cH:45][c:44]([C:46]([F:47])([F:48])[F:49])[cH:43]3)[c:20]2-[c:21]2[cH:22][cH:23][cH:24][cH:25][cH:26]2)=[O:28])[c:30](-[c:36]2[c:37]([Cl:42])[cH:38][cH:39][cH:40][cH:41]2)[n:31][o:32]1.